From a dataset of the Open Reaction Database (ORD), a public repository of structured organic reaction records. describe an organic reaction: reactants, conditions, products, and yield The reactants are O (water), NC1=CC=CC=C1 (Aniline), [Na+].[I-] (NaI), C(C1=CC=CC=C1)N1CC(OCCC1)CCl (4-Benzyl-2-chloromethyl-1,4-oxazepane). Run in C(Cl)Cl (CH2Cl2), C(CCC)O (n-butanol). Conditions: temperature 110 celsius. Product: C(C1=CC=CC=C1)N1CC(OCCC1)CNC1=CC=CC=C1 ((4-Benzyl-1,4-oxazepan-2-ylmethyl)-phenyl Amine). RXN SMILES: [NH2:1][C:2]1[CH:7]=[CH:6][CH:5]=[CH:4][CH:3]=1.[Na+].[I-].[CH2:10]([N:17]1[CH2:23][CH2:22][CH2:21][O:20][CH:19]([CH2:24]Cl)[CH2:18]1)[C:11]1[CH:16]=[CH:15][CH:14]=[CH:13][CH:12]=1.O>C(O)CCC.C(Cl)Cl>[CH2:10]([N:17]1[CH2:23][CH2:22][CH2:21][O:20][CH:19]([CH2:24][NH:1][C:2]2[CH:7]=[CH:6][CH:5]=[CH:4][CH:3]=2)[CH2:18]1)[C:11]1[CH:12]=[CH:13][CH:14]=[CH:15][CH:16]=1 |f:1.2|. Procedure details: Aniline (2.59 mL, 28.4 mmol) and NaI (4.06 g, 27.1 mmol) were added to a solution of 4-benzyl-2-chloromethyl-1,4-oxazepane (79) (6.49 g, 27.1 mmol) in n-butanol (68 mL, 0.4 M), and the reaction was heated to 110° C. until the reaction was judged complete by TLC (4 h). The reaction was cooled to room temperature, and water and CH2Cl2 were added. The organic layer was removed, and the aqueous layer was extracted with CH2Cl2 (2×). The combined organic extracts were dried over sodium sulfate, filter... Reactants: [Na] (sodium), CC(=O)C=1C=CC(=CC1O)O (2,4-dihydroxyacetophenone), C(C)OC(C(=O)OCC)=O (diethyloxalate), CCOCC (ether). The solvent is C(C)O (ethanol). Conditions: temperature 100 celsius, time 8 hour. Yields the product C(=O)(OCC)C=1OC2=C(C(C1)=O)C=CC(=C2)O (2-carboethoxy-7-hydroxy-4-oxo-4H-1-benzopyran). RXN SMILES: [CH3:1][C:2]([C:4]1[CH:5]=[CH:6][C:7]([OH:11])=[CH:8][C:9]=1[OH:10])=[O:3].[Na].CCOCC.[CH2:18]([O:20][C:21](=[O:27])[C:22](OCC)=O)[CH3:19]>C(O)C>[C:21]([C:22]1[O:10][C:9]2[CH:8]=[C:7]([OH:11])[CH:6]=[CH:5][C:4]=2[C:2](=[O:3])[CH:1]=1)([O:20][CH2:18][CH3:19])=[O:27] |^1:11|. Procedure: A solution of 2,4-dihydroxyacetophenone (15.2g) in diethyloxalate (40 ml) is added with stirring to a solution of sodium (9.2g) in ethanol (200 ml). The mixture is then heated at 100° C. for 3.5 hours, cooled and is added to dry ether (500 ml). The mixture is allowed to sit overnight. The resulting precipitate is filtered off and dissolved in water, and the solution is neutralized with 4N hydrochloric acid and extracted with ether. The ether extracts are combined and are concentrated down in vac... The reactants are OC1=CC=C(C(=O)NCC2CCNCC2)C=C1 (4-hydroxy-N-piperidin-4-ylmethyl-benzamide), CC1=CC=C(C=O)C=C1 (4-methylbenzaldehyde), C(#N)[BH3-].[Na+] (sodium cyanoborohydride). Run in CO (MeOH). Conditions: time 15 hour. Yields the product OC1=CC=C(C(=O)NCC2CCN(CC2)CC2=CC=C(C=C2)C)C=C1 (4-Hydroxy-N-{[1(4-methylbenzyl)piperidin-4-yl]methyl}benzamide). RXN SMILES: [OH:1][C:2]1[CH:17]=[CH:16][C:5]([C:6]([NH:8][CH2:9][CH:10]2[CH2:15][CH2:14][NH:13][CH2:12][CH2:11]2)=[O:7])=[CH:4][CH:3]=1.[CH3:18][C:19]1[CH:26]=[CH:25][C:22]([CH:23]=O)=[CH:21][CH:20]=1.C([BH3-])#N.[Na+]>CO>[OH:1][C:2]1[CH:3]=[CH:4][C:5]([C:6]([NH:8][CH2:9][CH:10]2[CH2:11][CH2:12][N:13]([CH2:18][C:19]3[CH:26]=[CH:25][C:22]([CH3:23])=[CH:21][CH:20]=3)[CH2:14][CH2:15]2)=[O:7])=[CH:16][CH:17]=1 |f:2.3|. Procedure: To a solution of 4-hydroxy-N-piperidin-4-ylmethyl-benzamide (EXAMPLE 154, Step 1) (50 mg, 0.21 mmol) in MeOH (3 mL) was added 4-methylbenzaldehyde (25 mg, 0.21 mmol) and sodium cyanoborohydride (40 mg, 0.64 mmol). The reaction mixture was stirred at rt for 15 h, concentrated and purified by reverse-phase HPLC. (M+H)+=339.2 The solvent is O1CCCC1 (tetrahydrofuran), O1CCCC1 (tetrahydrofuran), CCCCCC (n-hexane), O1CCCC1 (tetrahydrofuran). Reactants: C(C)OC(=O)C1(CC1)[C@H]1[C@@H](C(N(C1)[C@@H](C)C1=CC=CC=C1)=O)F (trans 4-(1-ethoxycarbonylcyclopropyl)-3-fluoro-1-[1-(S)-phenylethyl]-2-pyrrolidone), C(C)(C)(C)C1=C(C(=CC=C1)C(C)(C)C)O (2,6-di-tert-butylphenol), C(CCC)[Li] (n-butyl lithium), [Cl-].[NH4+] (ammonium chloride), C(C)(C)NC(C)C (diisopropylamine). Procedure: Under a nitrogen atmosphere, diisopropylamine (2.97 ml, 21.19 mmol) was dissolved in anhydrous tetrahydrofuran (30 ml) to which, after cooling to −78° C., was subsequently added dropwise an n-hexane solution of 1.63 M n-butyl lithium (10.8 ml, 17.60 mmol) over a period of 5 minutes. After 15 minutes of stirring at 0° C., the reaction solution was cooled to −78° C. and trans 4-(1-ethoxycarbonylcyclopropyl)-3-fluoro-1-[1-(S)-phenylethyl]-2-pyrrolidone (optical isomer B; 4.71 g, 14.13 mmol) dissolv... Conditions: temperature -78 celsius, time 15 minute. Reaction SMILES: [CH:1](NC(C)C)(C)C.C([Li])CCC.[CH2:13]([O:15][C:16]([C:18]1([C@@H:21]2[CH2:25][N:24]([C@H:26]([C:28]3[CH:33]=[CH:32][CH:31]=[CH:30][CH:29]=3)[CH3:27])[C:23](=[O:34])[C@H:22]2[F:35])[CH2:20][CH2:19]1)=[O:17])[CH3:14].C(C1C=CC=C(C(C)(C)C)C=1O)(C)(C)C.[Cl-].[NH4+]>O1CCCC1.CCCCCC>[CH2:13]([O:15][C:16]([C:18]1([C@H:21]2[CH2:25][N:24]([C@H:26]([C:28]3[CH:33]=[CH:32][CH:31]=[CH:30][CH:29]=3)[CH3:27])[C:23](=[O:34])[C@H:22]2[F:35])[CH2:20][CH2:1][CH2:19]1)=[O:17])[CH3:14] |f:4.5|. Isolated yield 38.0%. Product: C(C)OC(=O)C1(CCC1)[C@@H]1[C@@H](C(N(C1)[C@@H](C)C1=CC=CC=C1)=O)F (Cis 4-(1-ethoxycarbonylcyclobutyl)-3-fluoro-1-[1-(S)-phenylethyl]-2-pyrrolidone). The reactants are Brc1cccnc1, COC(=O)c1cc2cc([Sn](C)(C)C)ccc2s1, CCOC(C)=O, CCCCCC, [Cl-], [Li+], CN(C)C=O. The product is COC(=O)c1cc2cc(-c3cccnc3)ccc2s1. Reaction SMILES: [Br:18][c:19]1[cH:20][n:21][cH:22][cH:23][cH:24]1.[CH3:1][Sn:2]([c:3]1[cH:4][c:5]2[c:6]([s:7][c:8]([C:10](=[O:11])[O:12][CH3:13])[cH:9]2)[cH:14][cH:15]1)([CH3:16])[CH3:17].[CH3:27][CH2:28][O:29][C:30]([CH3:31])=[O:32].[CH3:33][CH2:34][CH2:35][CH2:36][CH2:37][CH3:38].[Cl-:25].[Li+:26].[O:39]=[CH:40][N:41]([CH3:42])[CH3:43]>>[c:3]1(-[c:19]2[cH:20][n:21][cH:22][cH:23][cH:24]2)[cH:4][c:5]2[c:6]([s:7][c:8]([C:10](=[O:11])[O:12][CH3:13])[cH:9]2)[cH:14][cH:15]1. Starting materials: BrC1=C(N=C(N=N1)N)C1=CC=C(C=C1)F (6-Bromo-5-(4-fluorophenyl)-1,2,4-triazin-3-amine), ClC=1C=C(C=C(C1)Cl)B(O)O (3,5-dichloro phenylboronic acid). Product: ClC=1C=C(C=C(C1)Cl)C1=C(N=C(N=N1)N)C1=CC=C(C=C1)F (6-(3,5-dichlorophenyl)-5-(4-fluorophenyl)-1,2,4-triazin-3-amine). Yield: 27.8%. RXN SMILES: Br[C:2]1[N:7]=[N:6][C:5]([NH2:8])=[N:4][C:3]=1[C:9]1[CH:14]=[CH:13][C:12]([F:15])=[CH:11][CH:10]=1.[Cl:16][C:17]1[CH:18]=[C:19](B(O)O)[CH:20]=[C:21]([Cl:23])[CH:22]=1>>[Cl:16][C:17]1[CH:18]=[C:19]([C:2]2[N:7]=[N:6][C:5]([NH2:8])=[N:4][C:3]=2[C:9]2[CH:14]=[CH:13][C:12]([F:15])=[CH:11][CH:10]=2)[CH:20]=[C:21]([Cl:23])[CH:22]=1. Reported procedure: 6-(3,5-dichlorophenyl)-5-(4-fluorophenyl)-1,2,4-triazin-3-amine (0.11 g, 17.6%) was prepared from 6-Bromo-5-(4-fluorophenyl)-1,2,4-triazin-3-amine (0.5 g, 1.18 mmol) and 3,5-dichloro phenylboronic acid (0.47 mg, 2.4 mmol) according to the general procedure of Example 1. Starting materials: OC1=C(C=C(C=2C(C3=CC=CC=C3C(C12)=O)=O)O)O (1,2,4-trihydroxy-anthraquinone), S(O)(O)(=O)=O (sulfuric acid), C(O)NC(C=C)=O (N-methylolacrylamide). Run at time 24 hour. The product is C1=CC=CC=2C(C3=CC=CC=C3C(C12)=O)=O (anthraquinone). RXN SMILES: O[C:2]1[C:15]2[C:14](=[O:16])[C:13]3[C:8](=[CH:9][CH:10]=[CH:11][CH:12]=3)[C:7](=[O:17])[C:6]=2[C:5](O)=[CH:4][C:3]=1O.S(=O)(=O)(O)O.C(NC(=O)C=C)O>>[CH:9]1[C:8]2[C:7](=[O:17])[C:6]3[C:15](=[CH:2][CH:3]=[CH:4][CH:5]=3)[C:14](=[O:16])[C:13]=2[CH:12]=[CH:11][CH:10]=1. Procedure: Twenty-five parts of 1,2,4-trihydroxy-anthraquinone was added to 45 parts of concentrated sulfuric acid. The obtained mixture was cooled with ice in a nitrogen atmosphere. Then, 15 parts of N-methylolacrylamide was added to the resulting mixture in portions. After the completion of the addition, the obtained mixture was stirred at room temperature for 24 hours and poured over a large amount of ice. The precipitate thus formed was recrystallized from ethanol to give a reddish-brown polymerizable ... Starting materials: O (water), COC1=C(C=CC=C1)S (2-Methoxythiophenol), C([O-])([O-])=O.[K+].[K+] (potassium carbonate), ClC1C(C=2C=3C(COCC3C=CC2)=C1)(C#N)C1=NC(=NC(=N1)S(=O)C)N (4-(5-chloro-6-cyano-1H,3H benzo[de]isochromen-6-yl)-6-methylsulfinyl-[1,3,5]triazin-2-ylamine). The solvent is CN(C=O)C (N,N-dimethylformamide), C(C)(=O)OCC (ethyl acetate). Conditions: temperature 85 celsius, time 12 hour. Yields the product ClC1C(C=2C=3C(COCC3C=CC2)=C1)(C#N)C1=NC(=NC(=N1)SC1=C(C=CC=C1)OC)N (4-(5-chloro-6-cyano-1H,3H benzo[de]isochromen-6-yl)-6-(2-methoxyphenylsulfanyl)-[1,3,5]triazin-2-ylamine). Yield: 52.7%. As a reaction SMILES: [CH3:1][O:2][C:3]1[CH:8]=[CH:7][CH:6]=[CH:5][C:4]=1[SH:9].C(=O)([O-])[O-].[K+].[K+].[Cl:16][CH:17]1[CH:29]=[C:21]2[CH2:22][O:23][CH2:24][C:25]3[CH:26]=[CH:27][CH:28]=[C:19]([C:20]=32)[C:18]1([C:32]1[N:37]=[C:36](S(C)=O)[N:35]=[C:34]([NH2:41])[N:33]=1)[C:30]#[N:31].O>CN(C)C=O.C(OCC)(=O)C>[Cl:16][CH:17]1[CH:29]=[C:21]2[CH2:22][O:23][CH2:24][C:25]3[CH:26]=[CH:27][CH:28]=[C:19]([C:20]=32)[C:18]1([C:32]1[N:37]=[C:36]([S:9][C:4]2[CH:5]=[CH:6][CH:7]=[CH:8][C:3]=2[O:2][CH3:1])[N:35]=[C:34]([NH2:41])[N:33]=1)[C:30]#[N:31] |f:1.2.3|. Reported procedure: 2-Methoxythiophenol (39 mg, 0.278 mmol) was added to a suspension of potassium carbonate (95.7 mg, 0.692 mmol) and 4-(5-chloro-6-cyano-1H,3H benzo[de]isochromen-6-yl)-6-methylsulfinyl-[1,3,5]triazin-2-ylamine (50 mg, 0.139 mmol) in N,N-dimethylformamide (2.5 mL) at room temperature under argon atmosphere. The reaction solution was stirred at 85° C. for 12 hours, and then allowed to return to room temperature. The reaction solution was diluted with ethyl acetate, and then water was added. The org... Run in C1CCOC1 (THF), O (water), CCOC(=O)C (EtOAc). Isolated yield 18.9%. RXN SMILES: CC1(C)C(C)(C)OB([C:9]2[CH:14]=[CH:13][C:12]([C@H:15]([NH:17][C:18](=[O:24])[O:19][C:20]([CH3:23])([CH3:22])[CH3:21])[CH3:16])=[CH:11][CH:10]=2)O1.[F:26][C:27]1[CH:36]=[CH:35][CH:34]=[C:33](I)[C:28]=1[C:29]([O:31][CH3:32])=[O:30].C(=O)([O-])[O-].[K+].[K+].C1(C)C=CC=CC=1P(C1C=CC=CC=1C)C1C=CC=CC=1C>C1COCC1.CCOC(C)=O.C([O-])(=O)C.[Pd+2].C([O-])(=O)C.O>[C:20]([O:19][C:18]([NH:17][C@@H:15]([C:12]1[CH:11]=[CH:10][C:9]([C:33]2[C:28]([C:29]([O:31][CH3:32])=[O:30])=[C:27]([F:26])[CH:36]=[CH:35][CH:34]=2)=[CH:14][CH:13]=1)[CH3:16])=[O:24])([CH3:21])([CH3:22])[CH3:23] |f:2.3.4,8.9.10|. Starting materials: CC1(OB(OC1(C)C)C1=CC=C(C=C1)[C@@H](C)NC(OC(C)(C)C)=O)C (tert-butyl (1R)-1-[4-(4,4,5,5-tetramethyl-1,3,2-dioxaborolan-2-yl)phenyl]ethylcarbamate), FC1=C(C(=O)OC)C(=CC=C1)I (methyl 2-fluoro-6-iodobenzoate), C([O-])([O-])=O.[K+].[K+] (potassium carbonate), C1(=C(C=CC=C1)P(C1=C(C=CC=C1)C)C1=C(C=CC=C1)C)C (tri-o-tolylphosphine). Yields the product C(C)(C)(C)OC(=O)N[C@H](C)C1=CC=C(C=C1)C=1C(=C(C=CC1)F)C(=O)OC (methyl 4′-{(1R)-1-[(tert-butoxycarbonyl)amino]ethyl}-3-fluoro-1,1′-biphenyl-2-carboxylate). The reagents and catalysts are C(C)(=O)[O-].[Pd+2].C(C)(=O)[O-] (palladium acetate). Procedure details: To a stirred solution of tert-butyl (1R)-1-[4-(4,4,5,5-tetramethyl-1,3,2-dioxaborolan-2-yl)phenyl]ethylcarbamate (1.0 g, 2.9 mmol) and methyl 2-fluoro-6-iodobenzoate (1.2 g, 4.32 mmol) in 25 mL of a 5:1 THF:water mixture was added potassium carbonate (1.2 g, 8.64 mmol), tri-o-tolylphosphine (350 mg, 1.15 mmol) and lastly palladium acetate (65 mg, 0.29 mmol). The reaction vessel was then sealed and placed into a 90° C. oil bath for overnight stirring and heating. After about 18 hours the reaction... As a reaction SMILES: [CH2:1]([CH3:2])[O:3][CH:4]1[CH:5]([OH:34])[CH2:6][CH:7]2[CH2:8][CH2:9][CH:10]3[CH:11]4[CH2:12][CH2:13][CH:14]([C:29](=[O:30])[O:31][CH2:32][CH3:33])[C:15]4([CH3:16])[CH2:17][CH:18]([NH:23][CH2:24][CH2:25][CH:26]([CH3:27])[CH3:28])[CH:19]3[C:20]2([CH3:22])[CH2:21]1.[CH3:35][c:36]1[cH:37][cH:38][c:39]([S:40](=[O:41])(=[O:42])[OH:43])[cH:44][cH:45]1.[CH3:46][C:47](=[O:48])[O:49][C:50](=[O:51])[CH3:52].[CH3:57][CH2:58][OH:59].[CH:53]([Cl:54])([Cl:55])[Cl:56]>>[CH2:1]([CH3:2])[O:3][CH:4]1[CH:5]([O:34][C:47]([CH3:46])=[O:48])[CH2:6][CH:7]2[CH2:8][CH2:9][CH:10]3[CH:11]4[CH2:12][CH2:13][CH:14]([C:29](=[O:30])[O:31][CH2:32][CH3:33])[C:15]4([CH3:16])[CH2:17][CH:18]([NH:23][CH2:24][CH2:25][CH:26]([CH3:27])[CH3:28])[CH:19]3[C:20]2([CH3:22])[CH2:21]1. Starting materials: CCOC(=O)C1CCC2C3CCC4CC(O)C(OCC)CC4(C)C3C(NCCC(C)C)CC12C, Cc1ccc(S(=O)(=O)O)cc1, CC(=O)OC(C)=O, CCO, ClC(Cl)Cl. Yields the product CCOC(=O)C1CCC2C3CCC4CC(OC(C)=O)C(OCC)CC4(C)C3C(NCCC(C)C)CC12C.